This data is from the Open Reaction Database (ORD), a public repository of structured organic reaction records. The task is: describe an organic reaction: reactants, conditions, products, and yield The reactants are ClC1=NC2=C(C=CC=C2C=C1)F (2-chloro-8-fluoroquinoline), Cl.Cl.Cl.FC1=C(C(=O)NC)C=CC(=C1)C1=NC=CN=C1C1CCNCC1 (2-fluoro-N-methyl-4-(3-(piperidin-4-yl)pyrazin-2-yl)benzamide trihydrochloride). Yields the product FC1=C(C(=O)NC)C=CC(=C1)C1=NC=CN=C1C1CCN(CC1)C1=NC2=C(C=CC=C2C=C1)F (2-fluoro-4-(3-(1-(8-fluoroquinolin-2-yl)piperidin-4-yl)pyrazin-2-yl)-N-methylbenzamide). RXN SMILES: Cl[C:2]1[CH:11]=[CH:10][C:9]2[C:4](=[C:5]([F:12])[CH:6]=[CH:7][CH:8]=2)[N:3]=1.Cl.Cl.Cl.[F:16][C:17]1[CH:26]=[C:25]([C:27]2[C:32]([CH:33]3[CH2:38][CH2:37][NH:36][CH2:35][CH2:34]3)=[N:31][CH:30]=[CH:29][N:28]=2)[CH:24]=[CH:23][C:18]=1[C:19]([NH:21][CH3:22])=[O:20]>>[F:16][C:17]1[CH:26]=[C:25]([C:27]2[C:32]([CH:33]3[CH2:38][CH2:37][N:36]([C:2]4[CH:11]=[CH:10][C:9]5[C:4](=[C:5]([F:12])[CH:6]=[CH:7][CH:8]=5)[N:3]=4)[CH2:35][CH2:34]3)=[N:31][CH:30]=[CH:29][N:28]=2)[CH:24]=[CH:23][C:18]=1[C:19]([NH:21][CH3:22])=[O:20] |f:1.2.3.4|. Procedure: The title compound was prepared analogously to Example 8 by using 2-chloro-8-fluoroquinoline (Combi-blocks) and 2-fluoro-N-methyl-4-(3-(piperidin-4-yl)pyrazin-2-yl)benzamide trihydrochloride (prepared according to Step 2 of Example 1) in Step 3. 1H NMR (400 MHz, chloroFORM-d) δ ppm 1.85 (d, J=11.93 Hz, 2 H) 2.04-2.19 (m, 2 H) 2.91-3.03 (m, 2 H) 3.09 (d, J=4.50 Hz, 3 H) 3.22 (tt, J=11.61, 3.74 Hz, 1 H) 4.72 (d, J=13.50 Hz, 2 H) 6.80 (d, J=7.43 Hz, 1 H) 7.05 (d, J=9.19 Hz, 1 H) 7.08-7.15 (m, 1 H) ... Starting materials: [C@@H]12NCC(N(C1)C(=O)OC(C)(C)C)C2 (1,1-dimethylethyl (1S)-2,5-diazabicyclo[2.2.1]heptane-5-carboxylate), ClC=1N=NC(=CC1)Cl (3,6-dichloropyridazine), C([O-])([O-])=O.[Cs+].[Cs+] (caesium carbonate). Run in C1(=CC=CC=C1)C (toluene). Yields the product ClC1=CC=C(N=N1)N1[C@@H]2CN(C(C1)C2)C(=O)OC(C)(C)C (1,1-Dimethylethyl (1S)-2-(6-Chloro-3-pyridazinyl)-2,5-diazabicyclo[2.2.1]heptane-5-carboxylate). RXN SMILES: [C@H:1]12[CH2:14][CH:4]([N:5]([C:7]([O:9][C:10]([CH3:13])([CH3:12])[CH3:11])=[O:8])[CH2:6]1)[CH2:3][NH:2]2.[Cl:15][C:16]1[N:17]=[N:18][C:19](Cl)=[CH:20][CH:21]=1.C(=O)([O-])[O-].[Cs+].[Cs+]>C1(C)C=CC=CC=1>[Cl:15][C:16]1[N:17]=[N:18][C:19]([N:2]2[CH2:3][CH:4]3[CH2:14][C@H:1]2[CH2:6][N:5]3[C:7]([O:9][C:10]([CH3:11])([CH3:13])[CH3:12])=[O:8])=[CH:20][CH:21]=1 |f:2.3.4|. Procedure details: 0.397 g (2.0 mmol) of 1,1-dimethylethyl (1S)-2,5-diazabicyclo[2.2.1]heptane-5-carboxylate, 0.328 g (2.2 mmol) of 3,6-dichloropyridazine and 1.3 g (4 mmol) of caesium carbonate in 30 ml of toluene are placed into a 100 ml three-necked round-bottomed flask and the mixture is refluxed for 48 h. Starting materials: O=C(O)CCCCBr, CCOC(C)=O, CS(N)(=O)=O, [Cl-]. Product: CS(=O)(=O)NC(=O)CCCCBr. As a reaction SMILES: [Br:7][CH2:8][CH2:9][CH2:10][CH2:11][C:12](=[O:13])[OH:14].[CH3:15][CH2:16][O:17][C:18](=[O:19])[CH3:20].[CH3:1][S:2](=[O:3])(=[O:4])[NH2:5].[Cl-:6]>>[CH3:1][S:2](=[O:3])(=[O:4])[NH:5][C:12]([CH2:11][CH2:10][CH2:9][CH2:8][Br:7])=[O:13].